Dataset: the Open Reaction Database (ORD), a public repository of structured organic reaction records. Task: describe an organic reaction: reactants, conditions, products, and yield Starting materials: [OH-].[Na+] (NaOH), C(C)(C)(C)C1=NC2=C(N1CC1CCC(CC1)(F)F)C=CC(=C2)S(=O)(=O)N2C[C@H](CCC2)C(=O)OCC (ethyl (3S)-1-({2-tert-butyl-1-[(4,4-difluorocyclohexyl)methyl]-1H-benzimidazol-5-yl}sulfonyl)piperidine-3-carboxylate). The solvent is CO.O (MeOH—H2O), O (water). Reaction conditions: time 8 hour. Yields the product C(C)(C)(C)C1=NC2=C(N1CC1CCC(CC1)(F)F)C=CC(=C2)S(=O)(=O)N2C[C@H](CCC2)C(=O)O ((3S)-1-({2-tert-butyl-1-[(4,4-difluorocyclohexyl)methyl]-1H-benzimidazol-5-yl}sulfonyl)piperidine-3-carboxylic acid). Reaction SMILES: [OH-].[Na+].[C:3]([C:7]1[N:11]([CH2:12][CH:13]2[CH2:18][CH2:17][C:16]([F:20])([F:19])[CH2:15][CH2:14]2)[C:10]2[CH:21]=[CH:22][C:23]([S:25]([N:28]3[CH2:33][CH2:32][CH2:31][C@H:30]([C:34]([O:36]CC)=[O:35])[CH2:29]3)(=[O:27])=[O:26])=[CH:24][C:9]=2[N:8]=1)([CH3:6])([CH3:5])[CH3:4]>CO.O.O>[C:3]([C:7]1[N:11]([CH2:12][CH:13]2[CH2:14][CH2:15][C:16]([F:19])([F:20])[CH2:17][CH2:18]2)[C:10]2[CH:21]=[CH:22][C:23]([S:25]([N:28]3[CH2:33][CH2:32][CH2:31][C@H:30]([C:34]([OH:36])=[O:35])[CH2:29]3)(=[O:27])=[O:26])=[CH:24][C:9]=2[N:8]=1)([CH3:6])([CH3:4])[CH3:5] |f:0.1,3.4|. Procedure details: NaOH (2 mL, 2 M, 4.0 mmol) was added to a solution of ethyl (3S)-1-({2-tert-butyl-1-[(4,4-difluorocyclohexyl)methyl]-1H-benzimidazol-5-yl}sulfonyl)piperidine-3-carboxylate (1.4 g, 2.7 mmol) in 80 mL of MeOH—H2O (1:1) at ambient temperature. The reaction mixture was stirred overnight and diluted with water (80 mL). The solvent was concentrated to 80 mL. The resulting solution was neutralized with 2 N HCl. The product was extracted with EtOAc and dried over anhydrous Na2SO4. The solvent was concen... Starting materials: BrC=1N([C@H]2C[C@H](O)[C@@H](CO)O2)C=2N=CN=C(C2N1)N (8-bromo-2′-deoxyadenosine), C1(=CC=C(C=C1)CN)C1=CC=CC=C1 (biphenyl-4-ylmethylamine), C(C)(C)N(C(C)C)CC (N,N-diisopropyl-ethylamine). Solvent: C(CC)O (1-propanol). The product is C1(=CC=C(C=C1)CNC=1N([C@H]2C[C@H](O)[C@@H](CO)O2)C=2N=CN=C(C2N1)N)C1=CC=CC=C1 (8-(Biphenyl-4-ylmethylamino)-2′-deoxyadenosine). Yield: 54.5%. Reaction SMILES: Br[C:2]1[N:3]([C:12]2[N:13]=[CH:14][N:15]=[C:16]([NH2:19])[C:17]=2[N:18]=1)[C@@H:4]1[O:11][C@H:8]([CH2:9][OH:10])[C@@H:6]([OH:7])[CH2:5]1.[C:20]1([C:28]2[CH:33]=[CH:32][CH:31]=[CH:30][CH:29]=2)[CH:25]=[CH:24][C:23]([CH2:26][NH2:27])=[CH:22][CH:21]=1.C(N(CC)C(C)C)(C)C>C(O)CC>[C:20]1([C:28]2[CH:29]=[CH:30][CH:31]=[CH:32][CH:33]=2)[CH:21]=[CH:22][C:23]([CH2:26][NH:27][C:2]2[N:3]([C:12]3[N:13]=[CH:14][N:15]=[C:16]([NH2:19])[C:17]=3[N:18]=2)[C@@H:4]2[O:11][C@H:8]([CH2:9][OH:10])[C@@H:6]([OH:7])[CH2:5]2)=[CH:24][CH:25]=1. Reported procedure: A mixture of 8-bromo-2′-deoxyadenosine (0.07 g), biphenyl-4-ylmethylamine (0.12 g) and N,N-diisopropyl-ethylamine (0.15 mL) in 1-propanol (2.1 mL) was stirred under reflux for 24 hours. The reaction mixture was cooled to room temperature and concentrated under reduced pressure. The residue was purified by column chromatography on amino-propylated silica gel (eluent: dichloromethane/methanol=12/1) to give the title compound (0.05 g). Starting materials: IC=1C=C(C(=C(C1)OC)OC)OC (5-iodo-1,2,3-trimethoxybenzene), O1CCC=C1 (2,3-dihydrofuran), CC(=O)[O-].[K+] (KOAc). Reagents/catalysts: [N+](CCCC)(CCCC)(CCCC)CCCC.[Cl-] (n-Bu4NCl), CC(=O)[O-].CC(=O)[O-].[Pd+2] (Pd(OAc)2), C1=CC=C(C=C1)P(C2=CC=CC=C2)C3=CC=CC=C3 (PPh3). Solvent: CCOC(=O)C (AcOEt), O (water), CN(C)C=O (DMF). Run at temperature 80 celsius, time 18 hour. The product is COC=1C=C(C=C(C1OC)OC)C1OC=CC1 (2-(3,4,5-Trimethoxy-phenyl)-2,3-dihydro-furan). The yield is 43.1%. As a reaction SMILES: I[C:2]1[CH:3]=[C:4]([O:12][CH3:13])[C:5]([O:10][CH3:11])=[C:6]([O:8][CH3:9])[CH:7]=1.[O:14]1[CH:18]=[CH:17][CH2:16][CH2:15]1.CC([O-])=O.[K+]>CN(C=O)C.[N+](CCCC)(CCCC)(CCCC)CCCC.[Cl-].CCOC(C)=O.O.CC([O-])=O.CC([O-])=O.[Pd+2].C1C=CC(P(C2C=CC=CC=2)C2C=CC=CC=2)=CC=1>[CH3:9][O:8][C:6]1[CH:7]=[C:2]([CH:18]2[CH2:17][CH:16]=[CH:15][O:14]2)[CH:3]=[C:4]([O:12][CH3:13])[C:5]=1[O:10][CH3:11] |f:2.3,5.6,9.10.11|. Reported procedure: To a solution of 5-iodo-1,2,3-trimethoxybenzene (900 mg, 3.06 mmol) and 2,3-dihydrofuran (1.16 mL, 15.3 mmol) in dry DMF (8 mL) were added PPh3 (20 mg, 0.077 mmol), KOAc (901 mg, 9.18 mmol), n-Bu4NCl (850 mg, 3.06 mmol) and Pd(OAc)2 (17 mg, 0.077 mmol). The reaction mixture was stirred 18 h at 80° C. The reaction mixture was diluted with AcOEt and water. After separation, the organic layer was washed with brine, dried over anhydrous Na2SO4, filtered and concentrated. The crude residue was then p... Reactants: FC=1C=2N(C=CC1C(C)(C)O)C=CN2 (2-(8-Fluoroimidazo[1,2-α]pyridin-7-yl)propan-2-ol), BrC=1C=C(C=C(C1)F)C=1C(=CC(=CC1)F)C#N (3′-bromo-4,5′-difluorobiphenyl-2-carbonitrile). Yields the product FC=1C=C(C(=CC1)C1=CC(=CC(=C1)C1=CN=C2N1C=CC(=C2F)C(C)(C)O)F)C#N (4,3′-difluoro-5′-[8-fluoro-7-(1-hydroxy-1-methylethyl)imidazo[1,2-α]pyridin-3-yl]-biphenyl-2-carbonitrile). Yield: 20.5%. As a reaction SMILES: [F:1][C:2]1[C:3]2[N:4]([CH:12]=[CH:13][N:14]=2)[CH:5]=[CH:6][C:7]=1[C:8]([OH:11])([CH3:10])[CH3:9].Br[C:16]1[CH:17]=[C:18]([C:23]2[C:24]([C:30]#[N:31])=[CH:25][C:26]([F:29])=[CH:27][CH:28]=2)[CH:19]=[C:20]([F:22])[CH:21]=1>>[F:29][C:26]1[CH:25]=[C:24]([C:30]#[N:31])[C:23]([C:18]2[CH:17]=[C:16]([C:12]3[N:4]4[CH:5]=[CH:6][C:7]([C:8]([OH:11])([CH3:10])[CH3:9])=[C:2]([F:1])[C:3]4=[N:14][CH:13]=3)[CH:21]=[C:20]([F:22])[CH:19]=2)=[CH:28][CH:27]=1. Reported procedure: 2-(8-Fluoroimidazo[1,2-α]pyridin-7-yl)propan-2-ol (58 mg, 0.3 mmol) and 3′-bromo-4,5′-difluorobiphenyl-2-carbonitrile (106 mg, 0.36 mmol) were coupled following the procedure in Example 6 to afford 4,3′-difluoro-5′-[8-fluoro-7-(1-hydroxy-1-methylethyl)imidazo[1,2-α]pyridin-3-yl]-biphenyl-2-carbonitrile (25 mg, 20%) as a white solid: δH (500 Ndz, CDCl3) 1.74 (6H, s), 2.07 (1H, s), 7.22-7.26 (2H, m), 7.35 (1H, d, J 9), 7.39-7.45 (1H, m), 7.51-7.57 (3H, m), 7.76 (1H, s), 8.35 (1H, d, J 7); m/z (ES+... Starting materials: ClCC(=O)NC1=CC(C=2C=CC(=NC2C1=O)C)=O (7-chloroacetamido-2-methylquinoline-5,8-dione), [Se](=O)=O (selenium dioxide). Run in O (water). Conditions: time 8 hour. The product is ClCC(=O)NC1=CC(C=2C=CC(=NC2C1=O)C=O)=O (7-CHLOROACETAMIDO-2-FORMYLQUINOLINE-5,8-DIONE). Yield: 18.0%. As a reaction SMILES: [Cl:1][CH2:2][C:3]([NH:5][C:6]1[C:15](=[O:16])[C:14]2[N:13]=[C:12]([CH3:17])[CH:11]=[CH:10][C:9]=2[C:8](=[O:18])[CH:7]=1)=[O:4].[Se](=O)=[O:20]>O>[Cl:1][CH2:2][C:3]([NH:5][C:6]1[C:15](=[O:16])[C:14]2[N:13]=[C:12]([CH:17]=[O:20])[CH:11]=[CH:10][C:9]=2[C:8](=[O:18])[CH:7]=1)=[O:4]. Reported procedure: In a 25 ml. round-bottomed flask equipped with a magnetic bar, water-cooled reflux condenser, and argon-filled balloon, 7-chloroacetamido-2-methylquinoline-5,8-dione (28) (prepared as described in Example 28) (0.529 g., 2 mmol), selenium dioxide (0.255 g., 2.3 mmol), 12 ml of dried, distilled 1,4-dioxane, and 0.25 ml. of water were stirred and slowly heated to reflux over a two-hour period. The reaction was monitored by TLC and allowed to go to completion (29.5 hours). The selenium was allowed t... The reactants are C(C)(=O)N1C(C(C2=CC(=CC=C12)[N+](=O)[O-])=C(C1=CC=CC=C1)OCC)=O (1-acetyl-3-(1-ethoxy-1-phenyl-methylidene)-5-nitro-2-indolinone), O1CCN(CC1)CC(=O)N(C)C1=CC=C(N)C=C1 (4-(N-morpholinomethylcarbonyl-N-methyl-amino)-aniline), [OH-].[Na+] (sodium hydroxide). Run in CN(C)C=O (DMF), CO (methanol). The product is O1CCN(CC1)CC(=O)N(C)C1=CC=C(C=C1)N\C(\C1=CC=CC=C1)=C\1/C(NC2=CC=C(C=C12)[N+](=O)[O-])=O ((Z)-3-{1-[4-(N-morpholinomethylcarbonyl-N-methyl-amino)-phenylamino]-1-phenyl-methylidene}-5-nitro-2-indolinone). Reaction SMILES: C([N:4]1[C:12]2[C:7](=[CH:8][C:9]([N+:13]([O-:15])=[O:14])=[CH:10][CH:11]=2)[C:6](=[C:16](OCC)[C:17]2[CH:22]=[CH:21][CH:20]=[CH:19][CH:18]=2)[C:5]1=[O:26])(=O)C.[O:27]1[CH2:32][CH2:31][N:30]([CH2:33][C:34]([N:36]([C:38]2[CH:44]=[CH:43][C:41]([NH2:42])=[CH:40][CH:39]=2)[CH3:37])=[O:35])[CH2:29][CH2:28]1.[OH-].[Na+]>CN(C=O)C.CO>[O:27]1[CH2:28][CH2:29][N:30]([CH2:33][C:34]([N:36]([C:38]2[CH:44]=[CH:43][C:41]([NH:42]/[C:16](=[C:6]3\[C:5](=[O:26])[NH:4][C:12]4[C:7]\3=[CH:8][C:9]([N+:13]([O-:15])=[O:14])=[CH:10][CH:11]=4)/[C:17]3[CH:18]=[CH:19][CH:20]=[CH:21][CH:22]=3)=[CH:40][CH:39]=2)[CH3:37])=[O:35])[CH2:31][CH2:32]1 |f:2.3|. Reported procedure: Prepared analogously to Example 82 from 1-acetyl-3-(1-ethoxy-1-phenyl-methylidene)-5-nitro-2-indolinone and 4-(N-morpholinomethylcarbonyl-N-methyl-amino)-aniline in DMF and subsequent treatment with sodium hydroxide solution in methanol. The reactants are BrC=1C=C(C=C2C=CC(=CC12)C#N)C=CC1=CC=C2CCN=C(C2=C1)C(C)C (8-bromo-6-(2-(1-isopropyl-3,4-dihydro-7-isoquinolinyl)ethenyl)-2-naphthonitrile), C(\C=C/CO)O (cis-2-butene-1,4-diol), C(=O)(O)[O-].[Na+] (NaHCO3). The reagents and catalysts are Cl[Pd]Cl (PdCl2). Solvent: CN1C(CCC1)=O (N-methylpyrrolidinone). Reaction conditions: temperature 130 celsius, time 1 hour. Product: OCCC(CO)C=1C=C(C=C2C=CC(=CC12)C#N)C=CC1=CC=C2CCN=C(C2=C1)C(C)C (8-(3-hydroxy-1-(hydroxymethyl)propyl)-6-(2-(1-isopropyl-3,4-dihydro-7-isoquinolinyl)ethenyl)-2-naphthonitrile). RXN SMILES: Br[C:2]1[CH:3]=[C:4]([CH:14]=[CH:15][C:16]2[CH:25]=[C:24]3[C:19]([CH2:20][CH2:21][N:22]=[C:23]3[CH:26]([CH3:28])[CH3:27])=[CH:18][CH:17]=2)[CH:5]=[C:6]2[C:11]=1[CH:10]=[C:9]([C:12]#[N:13])[CH:8]=[CH:7]2.[CH2:29]([OH:34])/[CH:30]=[CH:31]\[CH2:32][OH:33].C([O-])(O)=O.[Na+]>CN1CCCC1=O.Cl[Pd]Cl>[OH:33][CH2:32][CH2:31][CH:30]([C:2]1[CH:3]=[C:4]([CH:14]=[CH:15][C:16]2[CH:25]=[C:24]3[C:19]([CH2:20][CH2:21][N:22]=[C:23]3[CH:26]([CH3:28])[CH3:27])=[CH:18][CH:17]=2)[CH:5]=[C:6]2[C:11]=1[CH:10]=[C:9]([C:12]#[N:13])[CH:8]=[CH:7]2)[CH2:29][OH:34] |f:2.3|. Procedure details: A solution of Example 1K (3.09 g, 10 mmol) in N-methylpyrrolidinone (10 mL) was treated with PdCl2 (120 mg, 1 mmol), cis-2-butene-1,4-diol (1.23 mL, 15 mmol) and NaHCO3 (1.01 g, 12 mmol), heated to 130° C., stirred for 1 hour, cooled to room temperature, and purified by flash column chromatography on silica gel with 30% ethyl acetate/hexanes to provide the desired product.